describe an organic reaction: reactants, conditions, products, and yield From a dataset of the Open Reaction Database (ORD), a public repository of structured organic reaction records. Isolated yield 80.0%. Reaction SMILES: [C:1]1(/[CH:7]=[CH:8]/[C:9]2[O:10][CH:11]=[C:12]([CH2:14][S:15][C:16]3[CH:21]=[CH:20][C:19]([CH2:22][CH2:23][C:24]([OH:26])=[O:25])=[CH:18][CH:17]=3)[N:13]=2)[CH:6]=[CH:5][CH:4]=[CH:3][CH:2]=1.[CH2:27](O)[CH3:28]>S(=O)(=O)(O)O>[C:1]1(/[CH:7]=[CH:8]/[C:9]2[O:10][CH:11]=[C:12]([CH2:14][S:15][C:16]3[CH:17]=[CH:18][C:19]([CH2:22][CH2:23][C:24]([O:26][CH2:27][CH3:28])=[O:25])=[CH:20][CH:21]=3)[N:13]=2)[CH:2]=[CH:3][CH:4]=[CH:5][CH:6]=1. Reagents/catalysts: S(O)(O)(=O)=O (sulfuric acid). Procedure details: To a mixture of 3-[4-[2-[(E)-2-phenylethenyl]-4-oxazolylmethylthio]phenyl]propionic acid (365 mg) and ethanol (10 ml) was added concentrated sulfuric acid (one drop) and heated for 4 hours under reflux. The reaction mixture was concentrated, to which was added saturated aqueous sodium bicarbonate, and extracted with ethyl acetate. The ethyl acetate layer was washed with water, dried (MgSO4), and concentrated under reduced pressure to give crystals of ethyl 3-[4-[2-[(E)-2-phenylethenyl]-4-oxazoly... Yields the product C1(=CC=CC=C1)/C=C/C=1OC=C(N1)CSC1=CC=C(C=C1)CCC(=O)OCC (ethyl 3-[4-[2-[(E)-2-phenylethenyl]-4-oxazolylmethylthio]phenyl]propionate). Starting materials: C1(=CC=CC=C1)/C=C/C=1OC=C(N1)CSC1=CC=C(C=C1)CCC(=O)O (3-[4-[2-[(E)-2-phenylethenyl]-4-oxazolylmethylthio]phenyl]propionic acid), C(C)O (ethanol). Starting materials: sodium 2-methoxy, [H-].[Na+] (sodium hydride), liquid, paraffin, ClC1=C(C=C(C=C1)[N+](=O)[O-])S(=O)(=O)[O-].[Na+] (sodium 2-chloro-5-nitrobenzenesulfonate), COCCO (methyl cellosolve). Product: COCCOC1=C(C=C(C=C1)[N+](=O)[O-])S(=O)(=O)[O-].[Na+] (sodium 2-(2-methoxyethoxy)-5-nitrobenzenesulfonate). Reaction SMILES: [H-].[Na+:2].Cl[C:4]1[CH:9]=[CH:8][C:7]([N+:10]([O-:12])=[O:11])=[CH:6][C:5]=1[S:13]([O-:16])(=[O:15])=[O:14].[Na+].[CH3:18][O:19][CH2:20][CH2:21][OH:22]>>[CH3:18][O:19][CH2:20][CH2:21][O:22][C:4]1[CH:9]=[CH:8][C:7]([N+:10]([O-:12])=[O:11])=[CH:6][C:5]=1[S:13]([O-:16])(=[O:15])=[O:14].[Na+:2] |f:0.1,2.3,5.6|. Reported procedure: To a solution of sodium 2-methoxy-ethylate prepared by adding 7.3 g of sodium hydride (14.6 g as a state of 50% liquid paraffin dispersion) to 300 ml of methyl cellosolve, 55 g of sodium 2-chloro-5-nitrobenzenesulfonate was added with stirring. The reaction mixture was heated to a temperature from about 80° to 85° C. in a hot water bath with stirring for 30 minutes. After carried out filtration with heating, 1.5 liters of isopropyl alcohol were added to the filtrate. The crystals thus-formed wer...